From a dataset of the Open Reaction Database (ORD), a public repository of structured organic reaction records. describe an organic reaction: reactants, conditions, products, and yield Reactants: ice water, ClC=1OC(=C(N1)C1=CC=C(C=C1)Cl)CCCOC1=C(C=CC=C1)C (2-chloro-4-(4-chlorophenyl)-5-[3-(2-methylphenoxy)propyl]oxazole), CC=1NC=CN1 (2-methylimidazole), C([O-])([O-])=O.[K+].[K+] (potassium carbonate). Solvent: CN(C=O)C (N,N-dimethylformamide). Reaction conditions: temperature 125 celsius, time 1 hour. The product is ClC1=CC=C(C=C1)C=1N=C(OC1CCCOC1=C(C=CC=C1)C)N1C(=NC=C1)C (4-(4-chlorophenyl)-2-(2-methyl-1-imidazolyl)-5-[3-(2-methylphenoxy)propyl]oxazole). Yield: 102.1%. As a reaction SMILES: Cl[C:2]1[O:3][C:4]([CH2:14][CH2:15][CH2:16][O:17][C:18]2[CH:23]=[CH:22][CH:21]=[CH:20][C:19]=2[CH3:24])=[C:5]([C:7]2[CH:12]=[CH:11][C:10]([Cl:13])=[CH:9][CH:8]=2)[N:6]=1.[CH3:25][C:26]1[NH:27][CH:28]=[CH:29][N:30]=1.C(=O)([O-])[O-].[K+].[K+]>CN(C)C=O>[Cl:13][C:10]1[CH:11]=[CH:12][C:7]([C:5]2[N:6]=[C:2]([N:27]3[CH:28]=[CH:29][N:30]=[C:26]3[CH3:25])[O:3][C:4]=2[CH2:14][CH2:15][CH2:16][O:17][C:18]2[CH:23]=[CH:22][CH:21]=[CH:20][C:19]=2[CH3:24])=[CH:8][CH:9]=1 |f:2.3.4|. Procedure details: A mixture of 2-chloro-4-(4-chlorophenyl)-5-[3-(2-methylphenoxy)propyl]oxazole (30.0 g), 2-methylimidazole (20.6 g), potassium carbonate (34.6 g), and N,N-dimethylformamide (50 ml) was stirred at 125 ° C. for 1 hour. The reaction mixture was poured into ice water (500 ml). The precipitated crystals were filtered, washed in sequence with water and isopropyl ether, and air-dried to give crude crystals of 4-(4-chlorophenyl)-2-(2-methyl-1-imidazolyl)-5-[3-(2-methylphenoxy)propyl]oxazole (34.5 g).